From a dataset of the Open Reaction Database (ORD), a public repository of structured organic reaction records. describe an organic reaction: reactants, conditions, products, and yield Reactants: [OH-].[Na+] (sodium hydroxide), C(CCC)C(C=O)CCCC (dibutylacetaldehyde), aqueous solution, C=O (formalin), CCOCC (ether). Run in CO (methanol), O (water). Reaction conditions: time 8 hour. The product is C(CCC)C(C=O)(CCCC)CO (2-butyl-2-(hydroxymethyl)hexanal). As a reaction SMILES: [OH-].[Na+].[CH2:3]([CH:7]([CH2:10][CH2:11][CH2:12][CH3:13])[CH:8]=[O:9])[CH2:4][CH2:5][CH3:6].C=O.C[CH2:17][O:18]CC>CO.O>[CH2:3]([C:7]([CH2:17][OH:18])([CH2:10][CH2:11][CH2:12][CH3:13])[CH:8]=[O:9])[CH2:4][CH2:5][CH3:6] |f:0.1|. Procedure details: An aqueous solution of 1 N sodium hydroxide (150 mL) was added dropwise to a solution of 209 g of dibutylacetaldehyde (supplied from Aldrich) and 127 g of an aqueous solution of 35% formalin (supplied from Wako Pure Chemical Industries) in 1500 mL of methanol under ice cooling, and stirred at room temperature overnight. Then 2 L of ether and 2 L of water were added to the reaction solution, and the mixture was separated into two liquid phases. The organic layer was dried on sodium sulfate anhydr... The reactants are O1CCCC1.B (borane tetrahydrofuran), OO (hydrogen peroxide), CC(C)(C)OC(=O)NC1CC=CC1 (N-1-Boc-amino-3-cyclopentene), [OH-].[Na+] (sodium hydroxide). Run in C1CCOC1 (THF), O (water). Run at temperature 0 celsius, time 1 hour. Yields the product C(C)(C)(C)OC(N[C@@H]1C[C@@H](CC1)O)=O ((cis-3-hydroxy-cyclopentyl)-carbamic acid tert-butyl ester). Yield: 30.0%. RXN SMILES: [CH3:1][C:2]([O:5][C:6]([NH:8][CH:9]1[CH2:13][CH:12]=[CH:11][CH2:10]1)=[O:7])([CH3:4])[CH3:3].[O:14]1CCCC1.B.[OH-].[Na+].OO>C1COCC1.O>[C:2]([O:5][C:6](=[O:7])[NH:8][C@H:9]1[CH2:13][CH2:12][C@@H:11]([OH:14])[CH2:10]1)([CH3:1])([CH3:3])[CH3:4] |f:1.2,3.4|. Reported procedure: In a dry round-bottomed flask, N-1-Boc-amino-3-cyclopentene (1.0 g, 5.46 mmol) was dissolved in THF (7 ml). The solution was cooled to 0° C. and borane tetrahydrofuran complex (1.0M in THF, 6.0 ml, 6.0 mmol) was added dropwise. The reaction was stirred at 0° C. for 1 h then warmed to room temperature overnight. The mixture was cooled back to 0° C. and water (2 ml) was added. Then 10% aqueous sodium hydroxide (8 ml, 20.0 mmol) was added dropwise followed by dropwise addition of hydrogen peroxide ... Reactants: FC(C=1C=C(C=C(C1)C(F)(F)F)CC(=O)O)(F)F (3,5-bis(trifluoromethyl)benzeneacetic acid), C(CCC)[Li] (n-Butyllithium), S([O-])(O)=O.[Na+] (sodium bisulfite), C1(CCCCC1)NC1CCCCC1 (dicyclohexylamine), IC (Iodomethane). Solvent: O1CCCC1 (tetrahydrofuran). Conditions: temperature -78 celsius, time 1 hour. The product is CC(C(=O)[O-])C1=CC(=CC(=C1)C(F)(F)F)C(F)(F)F.C1(CCCCC1)[NH2+]C1CCCCC1 (Dicyclohexylammonium (RS)-α-Methyl-3,5-bis(trifluoromethyl)benzeneacetate). Yield: 90.6%. Reaction SMILES: [CH2:1]([Li])CCC.[F:6][C:7]([F:23])([F:22])[C:8]1[CH:9]=[C:10]([CH2:18][C:19]([OH:21])=[O:20])[CH:11]=[C:12]([C:14]([F:17])([F:16])[F:15])[CH:13]=1.IC.S(=O)(O)[O-].[Na+].[CH:31]1([NH:37][CH:38]2[CH2:43][CH2:42][CH2:41][CH2:40][CH2:39]2)[CH2:36][CH2:35][CH2:34][CH2:33][CH2:32]1>O1CCCC1>[CH3:1][CH:18]([C:10]1[CH:9]=[C:8]([C:7]([F:22])([F:23])[F:6])[CH:13]=[C:12]([C:14]([F:16])([F:17])[F:15])[CH:11]=1)[C:19]([O-:21])=[O:20].[CH:38]1([NH2+:37][CH:31]2[CH2:32][CH2:33][CH2:34][CH2:35][CH2:36]2)[CH2:39][CH2:40][CH2:41][CH2:42][CH2:43]1 |f:3.4,7.8|. Procedure: n-Butyllithium (2.5M solution in hexanes, 67.6 mL, 169 mmol) was added slowly to a stirred, cooled (−78° C.) solution of 3,5-bis(trifluoromethyl)benzeneacetic acid (20.0 g, 73.5 mmol) in tetrahydrofuran (400 mL) and the mixture was stirred at −78° C. for 1 hour. Iodomethane (6.87 mL, 110 mmol) was added slowly and the mixture was allowed to warm to room temperature and stirred overnight. Aqueous sodium bisulfite (20%) was added until the mixture was acidic. The mixture was extracted with ethyl a... Starting materials: C([O-])([O-])=O.[K+].[K+] (potassium carbonate), C(=O)=O (carbon dioxide), CC=1C=CC(=C(C(=O)O)C1)S (5-methyl-2-mercaptobenzoic acid), C(C1=CC=CC=C1)Cl (benzyl chloride). The solvent is C(C)O (ethanol), O (water). The product is C(C1=CC=CC=C1)SC1=C(C(=O)O)C=C(C=C1)C (2-benzylthio-5-methylbenzoic acid). Isolated yield 89.0%. RXN SMILES: C(=O)([O-])[O-].[K+].[K+].[CH3:7][C:8]1[CH:9]=[CH:10][C:11]([SH:17])=[C:12]([CH:16]=1)[C:13]([OH:15])=[O:14].[CH2:18](Cl)[C:19]1[CH:24]=[CH:23][CH:22]=[CH:21][CH:20]=1.C(=O)=O>C(O)C.O>[CH2:18]([S:17][C:11]1[CH:10]=[CH:9][C:8]([CH3:7])=[CH:16][C:12]=1[C:13]([OH:15])=[O:14])[C:19]1[CH:24]=[CH:23][CH:22]=[CH:21][CH:20]=1 |f:0.1.2|. Procedure: To a solution of 4.15 g. (0.030 moles) of potassium carbonate in 50 ml. of water is successively added 100 ml. of ethanol, 5.05 g. (0.030 moles) of 5-methyl-2-mercaptobenzoic acid, and 3.8 g. (0.030 moles) of benzyl chloride. After the evolution of carbon dioxide ceases (about 10 minutes), the mixture is refluxed on a steam bath for one hour. The mixture is cooled, and the major portion of the solvent is evaporated under reduced pressure. The cloudy, white liquid residue is diluted to a volume o...